The task is: describe an organic reaction: reactants, conditions, products, and yield. This data is from the Open Reaction Database (ORD), a public repository of structured organic reaction records. Starting materials: CC(=O)OC(C)=O, O, C=C(CO)C(=O)OC1CC2CC1C1CCCC21, c1ccncc1. The product is C=C(COC(C)=O)C(=O)OC1CC2CC1C1CCCC21. Reaction SMILES: [CH3:24][C:25](=[O:26])[O:27][C:28](=[O:29])[CH3:30].[OH2:31].[OH:1][CH2:2][C:3]([C:4](=[O:5])[O:6][CH:7]1[CH:8]2[CH:9]3[CH2:10][CH2:11][CH2:12][CH:13]3[CH:14]([CH2:15]1)[CH2:16]2)=[CH2:17].[cH:18]1[cH:19][cH:20][n:21][cH:22][cH:23]1>>[O:1]([CH2:2][C:3]([C:4](=[O:5])[O:6][CH:7]1[CH:8]2[CH:9]3[CH2:10][CH2:11][CH2:12][CH:13]3[CH:14]([CH2:15]1)[CH2:16]2)=[CH2:17])[C:25]([CH3:24])=[O:26].